Task: describe an organic reaction: reactants, conditions, products, and yield. Dataset: the Open Reaction Database (ORD), a public repository of structured organic reaction records Reactants: [Br-], CC[Mg+], CCCC[Sn](Cl)(CCCC)CCCC, C1CCOC1, Ic1cn(C(c2ccccc2)(c2ccccc2)c2ccccc2)cn1. Yields the product CCCC[Sn](CCCC)(CCCC)c1cn(C(c2ccccc2)(c2ccccc2)c2ccccc2)cn1. Reaction SMILES: [Br-:1].[CH2:2]([Mg+:3])[CH3:4].[CH2:30]([CH2:31][CH2:32][CH3:33])[Sn:34]([CH2:35][CH2:36][CH2:37][CH3:38])([CH2:39][CH2:40][CH2:41][CH3:42])[Cl:43].[CH2:44]1[O:45][CH2:46][CH2:47][CH2:48]1.[I:5][c:6]1[n:7][cH:8][n:9]([C:11]([c:12]2[cH:13][cH:14][cH:15][cH:16][cH:17]2)([c:18]2[cH:19][cH:20][cH:21][cH:22][cH:23]2)[c:24]2[cH:25][cH:26][cH:27][cH:28][cH:29]2)[cH:10]1>>[c:6]1([Sn:34]([CH2:30][CH2:31][CH2:32][CH3:33])([CH2:35][CH2:36][CH2:37][CH3:38])[CH2:39][CH2:40][CH2:41][CH3:42])[n:7][cH:8][n:9]([C:11]([c:12]2[cH:13][cH:14][cH:15][cH:16][cH:17]2)([c:18]2[cH:19][cH:20][cH:21][cH:22][cH:23]2)[c:24]2[cH:25][cH:26][cH:27][cH:28][cH:29]2)[cH:10]1.